From a dataset of the Open Reaction Database (ORD), a public repository of structured organic reaction records. describe an organic reaction: reactants, conditions, products, and yield Reactants: Br, CC(C)(C)CC(=O)O, COCCn1c(=N)sc2ccccc21. Yields the product COCCn1c(=NC(=O)CC(C)(C)C)sc2ccccc21. As a reaction SMILES: [BrH:1].[CH3:16][C:17]([CH2:18][C:19](=[O:20])[OH:21])([CH3:22])[CH3:23].[CH3:2][O:3][CH2:4][CH2:5][n:6]1[c:7](=[NH:15])[s:8][c:9]2[c:10]1[cH:11][cH:12][cH:13][cH:14]2>>[CH3:2][O:3][CH2:4][CH2:5][n:6]1[c:7](=[N:15][C:19]([CH2:18][C:17]([CH3:16])([CH3:22])[CH3:23])=[O:20])[s:8][c:9]2[c:10]1[cH:11][cH:12][cH:13][cH:14]2.